Dataset: the Open Reaction Database (ORD), a public repository of structured organic reaction records. Task: describe an organic reaction: reactants, conditions, products, and yield Reactants: COC=1C=C(C(=O)O)C=C(C1)[N+](=O)[O-] (3-methoxy-5-nitrobenzoic acid), Cl.CN(CCCN=C=NCC)C (N-(3-dimethylaminopropyl)-N′-ethylcarbodiimide hydrochloride), COCCN (2-methoxyethylamine). Run in C(Cl)Cl (DCM). Reaction conditions: time 5 minute. Product: COC=1C=C(C(=O)NCCOC)C=C(C1)[N+](=O)[O-] (3-Methoxy-N-(2-methoxyethyl)-5-nitrobenzamide). The yield is 100.3%. RXN SMILES: [CH3:1][O:2][C:3]1[CH:4]=[C:5]([CH:9]=[C:10]([N+:12]([O-:14])=[O:13])[CH:11]=1)[C:6]([OH:8])=O.Cl.CN(C)CCCN=C=NCC.[CH3:27][O:28][CH2:29][CH2:30][NH2:31]>C(Cl)Cl>[CH3:1][O:2][C:3]1[CH:4]=[C:5]([CH:9]=[C:10]([N+:12]([O-:14])=[O:13])[CH:11]=1)[C:6]([NH:31][CH2:30][CH2:29][O:28][CH3:27])=[O:8] |f:1.2|. Procedure: To a solution of 3-methoxy-5-nitrobenzoic acid (1 g; 5.1 mmol; 1 eq) DCM (40 mL) is added N-(3-dimethylaminopropyl)-N′-ethylcarbodiimide hydrochloride (972 mg; 5.1 mmol; 1 eq). After 5 min, 2-methoxyethylamine (381 mg; 5.1 mmol; 1 eq) is added and the reaction mixture is stirred at room temperature for 2 h. The reaction mixture is then quenched with water and the expected product extracted with EtOAc. The organic phase is washed with an aqueous solution of Na2CO3 then dried over MgSO4. The solve... The reactants are C(CCC)[Li] (butyllithium), C(C)(C)NC(C)C (di-isopropylamine), ice, Cl (HCl), [OH-].[Na+] (NaOH), ClC1=NC=C(C=C1)Cl (2,5-dichloropyridine). The solvent is C1CCOC1 (THF), CCCCCC (hexane), C1CCOC1 (THF), CN(C)C=O (DMF), C1CCOC1 (THF). Run at time 20 minute. The product is C(C)(C)[N-]C(C)C.[Li+] (lithium di-isopropylamide), ClC1=NC=C(C(=C1)C=O)Cl (2,5-dichloro-4-pyridinecarboxaldehyde). As a reaction SMILES: [CH2:1]([Li:5])[CH2:2][CH2:3][CH3:4].[CH:6]([NH:9][CH:10]([CH3:12])[CH3:11])([CH3:8])[CH3:7].[Cl:13][C:14]1[CH:19]=CC(Cl)=C[N:15]=1.[ClH:21].[OH-:22].[Na+]>C1COCC1.CN(C=O)C.CCCCCC>[CH:6]([N-:9][CH:10]([CH3:12])[CH3:11])([CH3:8])[CH3:7].[Li+:5].[Cl:13][C:14]1[CH:19]=[C:3]([CH:4]=[O:22])[C:2]([Cl:21])=[CH:1][N:15]=1 |f:4.5,9.10|. Procedure details: A solution of lithium di-isopropylamide was prepared by the addition of 100 ml of 1.5 molar (M) butyllithium (in a hexane solution) to 14.2 g of di-isopropylamine in 100 ml of THF at less than -30° C. After stirring for 20 minutes the solution was cooled to below -70° C. and a solution of 20.8 g of 2,5-dichloropyridine in 56 ml of THF was added at such a rate that the temperature was maintained at below -70° C. After the addition was complete, the reaction temperature was stirred at below -70° C... Reactants: Cl (hydrochloride), CO (methanol), CN(CCC1=CC=CC=C1)C1CCN(CC1)C(=O)C=1C=CC(=NC1)C(=O)OC (4-[N-methyl-N-(2-phenylethyl)amino]-1-(2-methoxycarbonylpyridin-5-yl)carbonylpiperidine), [BH4-].[Na+] (sodium borohydride), Cl (hydrochloric acid). Run in C(C)(=O)O (acetic acid), O (water), C(C)(C)(C)O (tert-butanol), C(C)O (ethanol). Conditions: time 5 minute. Yields the product Cl.Cl.CN(CCC1=CC=CC=C1)C1CCN(CC1)C(=O)C=1C=CC(=NC1)CO (4-[N-methyl-N-(2-phenylethyl)amino]-1-(2-hydroxymethylpyridin-5-yl)carbonylpiperidine dihydrochloride). As a reaction SMILES: CO.[CH3:3][N:4]([CH:13]1[CH2:18][CH2:17][N:16]([C:19]([C:21]2[CH:22]=[CH:23][C:24]([C:27](OC)=[O:28])=[N:25][CH:26]=2)=[O:20])[CH2:15][CH2:14]1)[CH2:5][CH2:6][C:7]1[CH:12]=[CH:11][CH:10]=[CH:9][CH:8]=1.[BH4-].[Na+].[ClH:33]>C(O)C.C(O)(=O)C.O.C(O)(C)(C)C>[ClH:33].[ClH:33].[CH3:3][N:4]([CH:13]1[CH2:14][CH2:15][N:16]([C:19]([C:21]2[CH:22]=[CH:23][C:24]([CH2:27][OH:28])=[N:25][CH:26]=2)=[O:20])[CH2:17][CH2:18]1)[CH2:5][CH2:6][C:7]1[CH:8]=[CH:9][CH:10]=[CH:11][CH:12]=1 |f:2.3,9.10.11|. Reported procedure: 1 ml of methanol was dropwise added, at about 80° C., to a mixture of 1.0 g of 4-[N-methyl-N-(2-phenylethyl)amino]-1-(2-methoxycarbonylpyridin-5-yl)carbonylpiperidine, 0.12 g of sodium borohydride and 3.88 g of tert-butanol. (This gave rise to foaming.) In this state, the mixture was refluxed by heating, for 1.5 hours. The reaction mixture was returned to room temperature and mixed with 1 ml of water and 1 ml of acetic acid. The mixture was stirred for 5 minutes and then subjected to distillatio... Starting materials: C, CO, O=[N+]([O-])c1ccc2[nH]ncc2c1, [Pd]. The product is Nc1ccc2[nH]ncc2c1. RXN SMILES: [C:15].[CH3:13][OH:14].[N+:1]([O-:2])(=[O:3])[c:4]1[cH:5][c:6]2[cH:7][n:8][nH:9][c:10]2[cH:11][cH:12]1.[Pd:16]>>[NH2:1][c:4]1[cH:5][c:6]2[cH:7][n:8][nH:9][c:10]2[cH:11][cH:12]1. Starting materials: BrC=1C=C(C=CC1)CC(=O)O (3-bromo-phenyl-acetic acid), C(C)(C)(C)NC(C(Cl)(Cl)Cl)=O (t-butyl-2,2,2-trichloroacetamidate), C([O-])(O)=O.[Na+] (sodium bicarbonate), B(F)(F)F.CCOCC (borontrifluoride etherate). Run in C1CCCCC1 (cyclohexane), C(Cl)Cl (methylene chloride). Conditions: time 8 hour. Product: C(C)(C)(C)OC(CC1=CC(=CC=C1)Br)=O ((3-Bromo-phenyl)-acetic acid tert-butyl ester). Isolated yield 72.3%. Reaction SMILES: [Br:1][C:2]1[CH:3]=[C:4]([CH2:8][C:9]([OH:11])=[O:10])[CH:5]=[CH:6][CH:7]=1.[C:12](NC(=O)C(Cl)(Cl)Cl)([CH3:15])([CH3:14])[CH3:13].B(F)(F)F.CCOCC.C(=O)(O)[O-].[Na+]>C1CCCCC1.C(Cl)Cl>[C:12]([O:10][C:9](=[O:11])[CH2:8][C:4]1[CH:5]=[CH:6][CH:7]=[C:2]([Br:1])[CH:3]=1)([CH3:15])([CH3:14])[CH3:13] |f:2.3,4.5|. Procedure: To a solution of 3-bromo-phenyl-acetic acid (10 gm, 46.5 mmol) and methylene chloride (47 mL) was added a solution of t-butyl-2,2,2-trichloroacetamidate (20.3 g, 93.0 mmol) and cyclohexane (186 mL) followed by borontrifluoride etherate (0.93 mL, 7.3 mmol). After stirring overnight, solid sodium bicarbonate was added and the reaction then filtered through a pad of silica gel utilizing methylene chloride as solvent. Concentration gave 9.11 g (72%) of a colorless oil. Reactants: COC(=O)C1=C(C)NC(C)=C(C(=O)OCCCCCCN2C(=O)c3ccccc3C2=O)C1c1cccc(C(F)(F)F)c1, CCO, NN, O. The product is COC(=O)C1=C(C)NC(C)=C(C(=O)OCCCCCCN)C1c1cccc(C(F)(F)F)c1. RXN SMILES: [CH3:1][C:2]1=[C:7]([C:8](=[O:9])[O:10][CH3:11])[CH:6]([c:12]2[cH:13][c:14]([C:18]([F:19])([F:20])[F:21])[cH:15][cH:16][cH:17]2)[C:5]([C:22](=[O:23])[O:24][CH2:25][CH2:26][CH2:27][CH2:28][CH2:29][CH2:30][N:31]2[C:32](=[O:33])[c:34]3[cH:35][cH:36][cH:37][cH:38][c:39]3[C:40]2=[O:41])=[C:4]([CH3:42])[NH:3]1.[CH3:46][CH2:47][OH:48].[NH2:44][NH2:45].[OH2:43]>>[CH3:1][C:2]1=[C:7]([C:8](=[O:9])[O:10][CH3:11])[CH:6]([c:12]2[cH:13][c:14]([C:18]([F:19])([F:20])[F:21])[cH:15][cH:16][cH:17]2)[C:5]([C:22](=[O:23])[O:24][CH2:25][CH2:26][CH2:27][CH2:28][CH2:29][CH2:30][NH2:31])=[C:4]([CH3:42])[NH:3]1. The reactants are C(CCC)C=1N(C(=C(N1)Cl)C=O)CC1=CC=C(C=C1)C(C(=O)OC(C)(C)C)C1CCCC1 (tert-butyl 2-[4-(2-butyl-4-chloro-5-formyl-imidazol-1-yl-methyl)phenyl]-2-cyclopentyl-acetate), [H][H] (hydrogen), O.O.O.C(C)(=O)[O-].[Na+] (sodium acetate trihydrate). Reagents/catalysts: [Pd] (palladium). Solvent: CO (methanol). Yields the product C(CCC)C=1N(C(=CN1)C=O)CC1=CC=C(C=C1)C(C(=O)OC(C)(C)C)C1CCCC1 (tert-Butyl 2-[4-(2-butyl-5-formyl-imidazol-1-yl-methyl)phenyl]-2-cyclopentyl-acetate). As a reaction SMILES: [CH2:1]([C:5]1[N:6]([CH2:13][C:14]2[CH:19]=[CH:18][C:17]([CH:20]([CH:28]3[CH2:32][CH2:31][CH2:30][CH2:29]3)[C:21]([O:23][C:24]([CH3:27])([CH3:26])[CH3:25])=[O:22])=[CH:16][CH:15]=2)[C:7]([CH:11]=[O:12])=[C:8](Cl)[N:9]=1)[CH2:2][CH2:3][CH3:4].[H][H].O.O.O.C([O-])(=O)C.[Na+]>CO.[Pd]>[CH2:1]([C:5]1[N:6]([CH2:13][C:14]2[CH:15]=[CH:16][C:17]([CH:20]([CH:28]3[CH2:29][CH2:30][CH2:31][CH2:32]3)[C:21]([O:23][C:24]([CH3:27])([CH3:26])[CH3:25])=[O:22])=[CH:18][CH:19]=2)[C:7]([CH:11]=[O:12])=[CH:8][N:9]=1)[CH2:2][CH2:3][CH3:4] |f:2.3.4.5.6|. Procedure details: A solution of 21.8 g (47.5 mmol) of tert-butyl 2-[4-(2-butyl-4-chloro-5-formyl-imidazol-1-yl-methyl)phenyl]-2-cyclopentyl-acetate in 200 ml of methanol is hydrogenated at a hydrogen pressure of about 2 bar for 1 h at 25° C. in the presence of 2.18 g of palladium on active carbon (5% strength) and 6.47 g (47.5 mmol) of sodium acetate trihydrate. The solution is then filtered off from the catalyst and concentrated, and the residue is chromatographed on silica gel 60 using ethyl acetate/petroleum e...